This data is from the Open Reaction Database (ORD), a public repository of structured organic reaction records. The task is: describe an organic reaction: reactants, conditions, products, and yield Reactants: O=C(Cl)C(=O)Cl, CN(C)C1CCNC1, CCN(C(C)C)C(C)C, ClCCl, CN(C)C=O, O=C(O)c1ccc(Cn2c(-c3ccccc3)nc3ccccc32)cc1. Product: CN(C)C1CCN(C(=O)c2ccc(Cn3c(-c4ccccc4)nc4ccccc43)cc2)C1. As a reaction SMILES: [C:26]([Cl:27])(=[O:28])[C:29]([Cl:30])=[O:31].[CH3:41][N:42]([CH:43]1[CH2:44][NH:45][CH2:46][CH2:47]1)[CH3:48].[CH:32]([N:33]([CH:34]([CH3:35])[CH3:36])[CH2:37][CH3:38])([CH3:39])[CH3:40].[Cl:49][CH2:50][Cl:51].[O:52]=[CH:53][N:54]([CH3:55])[CH3:56].[c:1]1(-[c:7]2[n:8][c:9]3[c:10]([n:11]2[CH2:12][c:13]2[cH:14][cH:15][c:16]([C:17](=[O:18])[OH:19])[cH:20][cH:21]2)[cH:22][cH:23][cH:24][cH:25]3)[cH:2][cH:3][cH:4][cH:5][cH:6]1>>[c:1]1(-[c:7]2[n:8][c:9]3[c:10]([n:11]2[CH2:12][c:13]2[cH:14][cH:15][c:16]([C:17](=[O:18])[N:45]4[CH2:44][CH:43]([N:42]([CH3:41])[CH3:48])[CH2:47][CH2:46]4)[cH:20][cH:21]2)[cH:22][cH:23][cH:24][cH:25]3)[cH:2][cH:3][cH:4][cH:5][cH:6]1.